From a dataset of the Open Reaction Database (ORD), a public repository of structured organic reaction records. describe an organic reaction: reactants, conditions, products, and yield The reactants are CC#N, CC(=O)[O-], Nc1cc(Cl)ccn1, OB(O)c1cccnc1F, [K+], O. The product is Nc1cc(-c2cccnc2F)ccn1. RXN SMILES: [CH3:25][C:26]#[N:27].[CH3:3][C:4](=[O:5])[O-:6].[Cl:17][c:18]1[cH:19][c:20]([NH2:24])[n:21][cH:22][cH:23]1.[F:7][c:8]1[n:9][cH:10][cH:11][cH:12][c:13]1[B:14]([OH:15])[OH:16].[K+:2].[OH2:1]>>[F:7][c:8]1[n:9][cH:10][cH:11][cH:12][c:13]1-[c:18]1[cH:19][c:20]([NH2:24])[n:21][cH:22][cH:23]1. Starting materials: NC1=NC=C(C=C1C(=O)NC)C1=CC(=CC=C1)CN([C@H]1CCC2=CC=CC=C12)S(=O)(=O)C1=C(C=C(C=C1)[N+](=O)[O-])[N+](=O)[O-] (2-Amino-5-(3-{[[(2,4-dinitrophenyl)sulfonyl][(1S)-2,3-dihydro-1H-inden-1-yl]amino}methyl}phenyl]-N-methylpyridine-3-carboxamide), C(CC)N (n-propylamine). Run in C(Cl)Cl (CH2Cl2), C(C)(=O)OCC (ethyl acetate). Product: NC1=NC=C(C=C1C(=O)NC)C1=CC(=CC=C1)CN[C@H]1CCC2=CC=CC=C12 (2-amino-5-(3-{[(1S)-2,3-dihydro-1H-inden-1-ylamino]methyl}phenyl)-N-methylpyridine-3-carboxamide). RXN SMILES: [NH2:1][C:2]1[C:7]([C:8]([NH:10][CH3:11])=[O:9])=[CH:6][C:5]([C:12]2[CH:17]=[CH:16][CH:15]=[C:14]([CH2:18][N:19](S(C3C=CC([N+]([O-])=O)=CC=3[N+]([O-])=O)(=O)=O)[C@@H:20]3[C:28]4[C:23](=[CH:24][CH:25]=[CH:26][CH:27]=4)[CH2:22][CH2:21]3)[CH:13]=2)=[CH:4][N:3]=1.C(N)CC>C(Cl)Cl.C(OCC)(=O)C>[NH2:1][C:2]1[C:7]([C:8]([NH:10][CH3:11])=[O:9])=[CH:6][C:5]([C:12]2[CH:17]=[CH:16][CH:15]=[C:14]([CH2:18][NH:19][C@@H:20]3[C:28]4[C:23](=[CH:24][CH:25]=[CH:26][CH:27]=4)[CH2:22][CH2:21]3)[CH:13]=2)=[CH:4][N:3]=1. Procedure: 2-Amino-5-(3-{[[(2,4-dinitrophenyl)sulfonyl][(1S)-2,3-dihydro-1H-inden-1-yl]amino}methyl}phenyl]-N-methylpyridine-3-carboxamide was treated with excess n-propylamine (4 eq) in CH2Cl2 (150 mL). The mixture was diluted with additional ethyl acetate (200 mL). The mixture was subsequently washed with aqueous saturated sodium carbonate (3×30 mL) and brine (3×30 mL). The combined organic fractions were dried over anhydrous sodium sulfate, filtered and concentrated in vacuo. Purification of the residue... Starting materials: Cl.O[C@@H]1C(N(C2=C(C[C@@H]1C1=CC=C(C=C1)OC)C=CC=C2)CCN(C)C)=O ((cis)-3-Hydroxy-1-[2-(dimethylamino)ethyl]-1,3,4,5-tetrahydro-4-(4-methoxyphenyl)-2H-1-benzazepin-2-one, monohydrochloride), C(C)(=O)OC(C)=O (acetic anhydride). Reaction conditions: temperature 100 celsius. Yields the product Cl.C(C)(=O)O[C@@H]1C(N(C2=C(C[C@@H]1C1=CC=C(C=C1)OC)C=CC=C2)CCN(C)C)=O ((cis)-3-(Acetyloxy)-1-[2-(dimethylamino)ethyl]-1,3,4,5-tetrahydro-4-(4-methoxyphenyl)-2H-1-benzazepin-2-one, monohydrochloride). Reaction SMILES: [ClH:1].[OH:2][C@H:3]1[C@@H:9]([C:10]2[CH:15]=[CH:14][C:13]([O:16][CH3:17])=[CH:12][CH:11]=2)[CH2:8][C:7]2[CH:18]=[CH:19][CH:20]=[CH:21][C:6]=2[N:5]([CH2:22][CH2:23][N:24]([CH3:26])[CH3:25])[C:4]1=[O:27].[C:28](OC(=O)C)(=[O:30])[CH3:29]>>[ClH:1].[C:28]([O:2][C@H:3]1[C@@H:9]([C:10]2[CH:11]=[CH:12][C:13]([O:16][CH3:17])=[CH:14][CH:15]=2)[CH2:8][C:7]2[CH:18]=[CH:19][CH:20]=[CH:21][C:6]=2[N:5]([CH2:22][CH2:23][N:24]([CH3:26])[CH3:25])[C:4]1=[O:27])(=[O:30])[CH3:29] |f:0.1,3.4|. Reported procedure: (cis)-3-Hydroxy-1-[2-(dimethylamino)ethyl]-1,3,4,5-tetrahydro-4-(4-methoxyphenyl)-2H-1-benzazepin-2-one, monohydrochloride (1.27 g, 2.83 mmol) was slurried in 28 ml of acetic anhydride and heated at 100° C. under argon for 3 hours. The resulting solution was then concentrated and the residue dissolved in ethyl acetate. After crystallization commenced, hydrogen chloride saturated ether was added and the mixture was filtered to afford 1.25 g of the desired material as an off-white powder, melting ... The reactants are COC(=O)c1ccc(CCc2ccccc2)cc1, CCO, Cl, [Na+], [OH-]. Product: O=C(O)c1ccc(CCc2ccccc2)cc1. Reaction SMILES: [CH3:1][O:2][C:3]([c:4]1[cH:5][cH:6][c:7]([CH2:10][CH2:11][c:12]2[cH:13][cH:14][cH:15][cH:16][cH:17]2)[cH:8][cH:9]1)=[O:18].[CH3:22][CH2:23][OH:24].[ClH:21].[Na+:20].[OH-:19]>>[O:2]=[C:3]([c:4]1[cH:5][cH:6][c:7]([CH2:10][CH2:11][c:12]2[cH:13][cH:14][cH:15][cH:16][cH:17]2)[cH:8][cH:9]1)[OH:18]. Starting materials: FC1=C(C=CC=C1)C1=CC=C(C=C1)C(C)S(=O)CC(=O)O ([1-(2'-fluoro-4-biphenylyl)-ethylsulfinyl]-acetic acid), O (water), C1(=CC=C(C=C1)S(=O)(=O)O)C (p-toluenesulfonic acid). The solvent is CO (methanol), COC(C)(C)OC (2,2-dimethoxypropane). Run at time 12 day. Yields the product COC(CS(=O)C(C)C1=CC=C(C=C1)C1=C(C=CC=C1)F)=O ([1-(2'-Fluoro-4-biphenylyl)-ethylsulfinyl]-acetic acid methyl ester). As a reaction SMILES: [F:1][C:2]1[CH:7]=[CH:6][CH:5]=[CH:4][C:3]=1[C:8]1[CH:13]=[CH:12][C:11]([CH:14]([S:16]([CH2:18][C:19]([OH:21])=[O:20])=[O:17])[CH3:15])=[CH:10][CH:9]=1.[C:22]1(C)C=CC(S(O)(=O)=O)=CC=1.O>CO.COC(OC)(C)C>[CH3:22][O:20][C:19](=[O:21])[CH2:18][S:16]([CH:14]([C:11]1[CH:12]=[CH:13][C:8]([C:3]2[CH:4]=[CH:5][CH:6]=[CH:7][C:2]=2[F:1])=[CH:9][CH:10]=1)[CH3:15])=[O:17]. Procedure: 1.5 gm (50 millimols) of [1-(2'-fluoro-4-biphenylyl)-ethylsulfinyl]-acetic acid, m.p. 164°-165° C., were dissovled in 3 ml of methanol and 1.2 ml of 2,2-dimethoxypropane, 100 mgm of p-toluenesulfonic acid were added to the solution, and the mixture was allowed to stand for 12 days at room temperature. Then, water was added and the ester was extracted with toluene. The organic extract was washed with water, dried and evaporated, and the residue was purified by chromatography on 75 gm of silicagel... Starting materials: NC(=O)c1nc2c(s1)CCOc1cc(Br)ccc1-2, O, O=P(Cl)(Cl)Cl, c1ccncc1. Yields the product N#Cc1nc2c(s1)CCOc1cc(Br)ccc1-2. As a reaction SMILES: [Br:1][c:2]1[cH:3][c:4]2[c:5]([cH:17][cH:18]1)-[c:6]1[n:7][c:8]([C:14](=[O:15])[NH2:16])[s:9][c:10]1[CH2:11][CH2:12][O:13]2.[OH2:24].[P:19]([Cl:20])([Cl:21])([Cl:22])=[O:23].[cH:25]1[cH:26][cH:27][n:28][cH:29][cH:30]1>>[Br:1][c:2]1[cH:3][c:4]2[c:5]([cH:17][cH:18]1)-[c:6]1[n:7][c:8]([C:14]#[N:16])[s:9][c:10]1[CH2:11][CH2:12][O:13]2.